From a dataset of the Open Reaction Database (ORD), a public repository of structured organic reaction records. describe an organic reaction: reactants, conditions, products, and yield The reactants are Cl\C=C/1\[C@]2(C)[C@@H](CC1)[C@@H]1CCC3=CC(CC[C@@H]3[C@H]1CC2)=O (E-17-chloromethylen-estr-4-en-3-one), ice water, OO (hydrogen peroxide), [OH-].[Na+] (sodium hydroxide). Solvent: CO (methanol), C(Cl)Cl (methylene chloride). Run at temperature 0 celsius. Yields the product Cl\C=C/1\[C@]2(C)[C@@H](CC1)[C@@H]1CCC34C(C(CC[C@@H]3[C@H]1CC2)=O)O4 (E-17-Chloromethylene-4ξ,5ξ-epoxy-estran-3-one). Reaction SMILES: [Cl:1]/[CH:2]=[C:3]1/[C@:4]2([CH2:20][CH2:19][C@H:18]3[C@@H:9]([CH2:10][CH2:11][C:12]4[C@@H:17]3[CH2:16][CH2:15][C:14](=[O:21])[CH:13]=4)[C@@H:6]2[CH2:7][CH2:8]/1)[CH3:5].[OH:22]O.[OH-].[Na+]>CO.C(Cl)Cl>[Cl:1]/[CH:2]=[C:3]1/[C@:4]2([CH2:20][CH2:19][C@H:18]3[C@@H:9]([CH2:10][CH2:11][C:12]45[O:22][CH:13]4[C:14](=[O:21])[CH2:15][CH2:16][C@@H:17]53)[C@@H:6]2[CH2:7][CH2:8]/1)[CH3:5] |f:2.3|. Procedure: 3.93 mmol (1.2 9) of E-17-chloromethylen-estr-4-en-3-one is dissolved in a mixture of 12 ml of methanol and 10 ml of methylene chloride under a cover gas (argon) and cooled to 0° C. 9.2 mmol (0.94 ml) of hydrogen peroxide (30%) and 1.65 mmol (0.4 ml) of sodium hydroxide solution (c=4 mol/l) are added in drops in succession to the cooled solution while being stirred. After dropwise addition is completed, the temperature is slowly increased to room temperature. After about 1.5 hours of reaction ti... The reactants are Cl (Hydrochloric acid), C(=O)NC=1SC=C(N1)C(C(=O)NC1[C@@H]2N(C(=CCS2)C(=O)OCCCC)C1=O)=NOC (n-butyl 7-[2-(2-formamidothiazol-4-yl)-2-methoxyiminoacetamido]-3-cephem-4-carboxylate), aqueous solution, [OH-].[Na+] (sodium hydroxide), resultant solution, C (charcoal). Run in CO (methanol), O (water). Run at time 4.25 hour. Yields the product NC=1SC=C(N1)C(C(=O)NC1[C@@H]2N(C(=CCS2)C(=O)OCCCC)C1=O)=NOC (n-butyl 7-[2-(2-aminothiazol-4-yl)-2-methoxyiminoacetamido]-3-cephem-4-carboxylate). The yield is 92.9%. RXN SMILES: Cl.C([NH:4][C:5]1[S:6][CH:7]=[C:8]([C:10](=[N:30][O:31][CH3:32])[C:11]([NH:13][CH:14]2[C:28](=[O:29])[N:16]3[C:17]([C:21]([O:23][CH2:24][CH2:25][CH2:26][CH3:27])=[O:22])=[CH:18][CH2:19][S:20][C@H:15]23)=[O:12])[N:9]=1)=O.[OH-].[Na+].C>CO.O>[NH2:4][C:5]1[S:6][CH:7]=[C:8]([C:10](=[N:30][O:31][CH3:32])[C:11]([NH:13][CH:14]2[C:28](=[O:29])[N:16]3[C:17]([C:21]([O:23][CH2:24][CH2:25][CH2:26][CH3:27])=[O:22])=[CH:18][CH2:19][S:20][C@H:15]23)=[O:12])[N:9]=1 |f:2.3|. Procedure details: Conc-Hydrochloric acid (4 ml) was dropwise added to a suspension of n-butyl 7-[2-(2-formamidothiazol-4-yl)-2-methoxyiminoacetamido]-3-cephem-4-carboxylate (syn isomer, 7.5 g) in methanol (120 ml) over 5 minutes under ice cooling, and stirred at room temperature for 4.25 hours. The resultant solution was poured into chilled water (75 ml), and adjusted to pH 5.5 with 4N aqueous solution of sodium hydroxide at 5° C. After treating the solution with activated charcoal (0.38 g), the solution was conc...